Dataset: the Open Reaction Database (ORD), a public repository of structured organic reaction records. Task: describe an organic reaction: reactants, conditions, products, and yield Starting materials: ClC1=C(C=CC(=C1)Cl)CNC1CCN(CC1)C(=O)OC(C)(C)C (tert-butyl 4-((2,4-di-chlorophenyl)methyl)amino-piperidine carboxylate), C(C)(C)N(CC)C(C)C (diisopropylethylamine), O (water), COC1=CC=C(C=C1)CC(=O)Cl (4-methoxyphenylacetyl chloride). Reaction SMILES: [Cl:1][C:2]1[CH:7]=[C:6]([Cl:8])[CH:5]=[CH:4][C:3]=1[CH2:9][NH:10][CH:11]1[CH2:16][CH2:15][N:14]([C:17]([O:19][C:20]([CH3:23])([CH3:22])[CH3:21])=[O:18])[CH2:13][CH2:12]1.C(N(C(C)C)CC)(C)C.[CH3:33][O:34][C:35]1[CH:40]=[CH:39][C:38]([CH2:41][C:42](Cl)=[O:43])=[CH:37][CH:36]=1.O>ClCCl>[Cl:1][C:2]1[CH:7]=[C:6]([Cl:8])[CH:5]=[CH:4][C:3]=1[CH2:9][N:10]([CH:11]1[CH2:12][CH2:13][N:14]([C:17]([O:19][C:20]([CH3:23])([CH3:22])[CH3:21])=[O:18])[CH2:15][CH2:16]1)[C:42](=[O:43])[CH2:41][C:38]1[CH:39]=[CH:40][C:35]([O:34][CH3:33])=[CH:36][CH:37]=1. Run in ClCCl (dichloromethane). Reported procedure: To a solution of commercially available tert-butyl 4-oxo-1-piperidine carboxylate (400 mg, 2 mmol) in methanol (1 ml) and 2,4-di-chlorobenzylamine (0.135 ml, 1 mmol) in methanol (1 ml) was added acetic acid in methanol (1 M, 1.34 ml) followed by NaCNBH3 in methanol (0.3 M, 4.4 ml). The resulting solution was stirred at room temperature. After 24 h, water (2 ml) was added, and the mixture was stirred for 1 h, before it was concentrated. The resulting oil was redissolved in diethyl ether (20 ml), ... Product: ClC1=C(C=CC(=C1)Cl)CN(C(CC1=CC=C(C=C1)OC)=O)C1CCN(CC1)C(=O)OC(C)(C)C (N-((2,4-di-chlorophenyl)methyl)-N-(1-(tert-butyloxycarbonyl)piperidin-4-yl)-4-methoxyphenylacetamide). Conditions: time 18 hour. Reactants: CC(C)(C)OC(=O)n1c(-c2cc3ccccc3nc2Cl)cc2cc(CO)ccc21, ClCCl, O=[Mn]=O. The product is CC(C)(C)OC(=O)n1c(-c2cc3ccccc3nc2Cl)cc2cc(C=O)ccc21. Reaction SMILES: [Cl:1][c:2]1[n:3][c:4]2[cH:5][cH:6][cH:7][cH:8][c:9]2[cH:10][c:11]1-[c:12]1[n:13]([C:23](=[O:24])[O:25][C:26]([CH3:27])([CH3:28])[CH3:29])[c:14]2[cH:15][cH:16][c:17]([CH2:21][OH:22])[cH:18][c:19]2[cH:20]1.[Cl:30][CH2:31][Cl:32].[O:33]=[Mn:34]=[O:35]>>[Cl:1][c:2]1[n:3][c:4]2[cH:5][cH:6][cH:7][cH:8][c:9]2[cH:10][c:11]1-[c:12]1[n:13]([C:23](=[O:24])[O:25][C:26]([CH3:27])([CH3:28])[CH3:29])[c:14]2[cH:15][cH:16][c:17]([CH:21]=[O:22])[cH:18][c:19]2[cH:20]1.